From a dataset of the Open Reaction Database (ORD), a public repository of structured organic reaction records. describe an organic reaction: reactants, conditions, products, and yield The reactants are CC(=O)O, O=C(O)c1ccccc1C(=O)c1ccc(Cl)cc1, O, [Zn]. Product: O=C1OC(c2ccc(Cl)cc2)c2ccccc21. As a reaction SMILES: [CH3:19][C:20](=[O:21])[OH:22].[Cl:1][c:2]1[cH:3][cH:4][c:5]([C:6](=[O:7])[c:8]2[c:9]([C:10](=[O:11])[OH:12])[cH:13][cH:14][cH:15][cH:16]2)[cH:17][cH:18]1.[OH2:24].[Zn:23]>>[Cl:1][c:2]1[cH:3][cH:4][c:5]([CH:6]2[c:8]3[c:9]([cH:13][cH:14][cH:15][cH:16]3)[C:10](=[O:12])[O:11]2)[cH:17][cH:18]1. Reactants: c1ccc(OCC2CO2)cc1, CN(C)P(=NP(=O)(N=P(N(C)C)(N(C)C)N(C)C)N=P(N(C)C)(N(C)C)N(C)C)(N(C)C)N(C)C, [CH3], Clc1cc(Cl)cc(Cl)c1, Oc1ccccc1, O=[PH3]. Yields the product OC(COc1ccccc1)COc1ccccc1. RXN SMILES: [CH2:46]([CH:47]1[CH2:48][O:49]1)[O:50][c:51]1[cH:52][cH:53][cH:54][cH:55][cH:56]1.[CH3:1][N:2]([P:3](=[N:4][P:5](=[O:6])([N:7]=[P:8]([N:9]([CH3:10])[CH3:11])([N:12]([CH3:13])[CH3:14])[N:15]([CH3:16])[CH3:17])[N:18]=[P:19]([N:20]([CH3:21])[CH3:22])([N:23]([CH3:24])[CH3:25])[N:26]([CH3:27])[CH3:28])([N:29]([CH3:30])[CH3:31])[N:32]([CH3:33])[CH3:34])[CH3:35].[CH3:36].[Cl:57][c:58]1[cH:59][c:60]([Cl:61])[cH:62][c:63]([Cl:64])[cH:65]1.[OH:39][c:40]1[cH:41][cH:42][cH:43][cH:44][cH:45]1.[PH3:37]=[O:38]>>[O:39]([c:40]1[cH:41][cH:42][cH:43][cH:44][cH:45]1)[CH2:48][CH:47]([CH2:46][O:50][c:51]1[cH:52][cH:53][cH:54][cH:55][cH:56]1)[OH:49]. Starting materials: C(C)C1=CC=C(C=C1)CC(=O)O (4-Ethylphenylacetic acid), C(C(=O)Cl)(=O)Cl (oxalyl chloride). The reagents and catalysts are CN(C=O)C (N,N-dimethylformamide). Run in ClCCl (dichloromethane). Reaction conditions: time 1.5 hour. Product: C(C)C1=CC=C(C=C1)CC(=O)Cl (4-ethylphenylacetyl chloride). Reaction SMILES: [CH2:1]([C:3]1[CH:8]=[CH:7][C:6]([CH2:9][C:10]([OH:12])=O)=[CH:5][CH:4]=1)[CH3:2].C(Cl)(=O)C([Cl:16])=O>ClCCl.CN(C)C=O>[CH2:1]([C:3]1[CH:8]=[CH:7][C:6]([CH2:9][C:10]([Cl:16])=[O:12])=[CH:5][CH:4]=1)[CH3:2]. Procedure: 4-Ethylphenylacetic acid (3.0 g) (see Japanese Unexamined Patent Publication 63-233975) was dissolved in dichloromethane (15 ml), and thereto were added oxalyl chloride (6.0 ml) and N,N-dimethylformamide (one drop). The mixture was stirred at room temperature for 1.5 hours. The reaction mixture was evaporated under reduced pressure, and the residue was subjected to azeotropic distillation with toluene to give a crude 4-ethylphenylacetyl chloride, which was used in the subsequent step without fur... Reaction SMILES: S1C=CC2C(=O)CCCCC1=2.[S:12]1[CH:16]=[CH:15][C:14]2[CH:17]([NH:22]C=O)[CH2:18][CH2:19][CH2:20][CH2:21][C:13]1=2.C(N)=O.[ClH:28]>>[ClH:28].[S:12]1[CH:16]=[CH:15][C:14]2[CH:17]([NH2:22])[CH2:18][CH2:19][CH2:20][CH2:21][C:13]1=2 |f:4.5|. Reactants: S1C2=C(C=C1)C(CCCC2)=O (5,6,7,8-Tetrahydro-4H-cyclohepta[b]thiophen-4-one), Cl (hydrochloric acid), S1C2=C(C=C1)C(CCCC2)NC=O (N-(5,6,7,8-tetrahydro-4H-cyclohepta[b]thien-4-yl)formamide), C(=O)N (formamide). The product is Cl.S1C2=C(C=C1)C(CCCC2)N (5,6,7,8-tetrahydro-4H-cyclohepta[b]thiophen-4-amine hydrochloride). Reported procedure: 5,6,7,8-Tetrahydro-4H-cyclohepta[b]thiophen-4-one is converted to N-(5,6,7,8-tetrahydro-4H-cyclohepta[b]thien-4-yl)formamide, m.p. 164°-166° C., by the method of Kloetzel et al., Journal of Organic Chemistry 18, 1511 (1953). Hydrolysis of the formamide is accomplished by refluxing for one hour in 1N hydrochloric acid and evaporating to dryness to afford 5,6,7,8-tetrahydro-4H-cyclohepta[b]thiophen-4-amine hydrochloride, m.p. 233°-236° C. dec. The amine hydrochloride is then allowed to react with ... The reactants are O=C1NC2=C(CC[C@@H]1NC(OC(C)(C)C)=O)C=CC=C2 (tert-butyl [(3S)-2-oxo-2,3,4,5-tetrahydro-1H-1-benzazepin-3-yl]carbamate), BrN1C(CCC1=O)=O (N-bromosuccinimide). Solvent: CCOC(=O)C (EtOAc). Product: BrC=1C=CC2=C(CC[C@@H](C(N2)=O)NC(OC(C)(C)C)=O)C1 (tert-butyl [(3S)-7-bromo-2-oxo-2,3,4,5-tetrahydro-1H-1-benzazepin-3-yl]carbamate). Isolated yield 103.9%. Reaction SMILES: [Br:1]N1C(=O)CCC1=O.[O:9]=[C:10]1[C@@H:16]([NH:17][C:18](=[O:24])[O:19][C:20]([CH3:23])([CH3:22])[CH3:21])[CH2:15][CH2:14][C:13]2[CH:25]=[CH:26][CH:27]=[CH:28][C:12]=2[NH:11]1>CCOC(C)=O>[Br:1][C:26]1[CH:27]=[CH:28][C:12]2[NH:11][C:10](=[O:9])[C@@H:16]([NH:17][C:18](=[O:24])[O:19][C:20]([CH3:22])([CH3:23])[CH3:21])[CH2:15][CH2:14][C:13]=2[CH:25]=1. Procedure: 23.5 g of N-bromosuccinimide (136 mmol) are introduced, at AT, as 4 portions over 3 days, into a 2 l three-necked flask, with stirring and under an argon atmosphere, containing 1.5 l of EtOAc and 8.47 g of 2a (103.0 mmol). The medium is left stirring for an additional overnight period, and washed with 500 ml of HCl (0.5N), 500 ml of a saturated aqueous solution of NaHCO3 and 500 ml of water. The organic phase is dried over MgSO4, filtered and then evaporated to dryness. 38 g of brown foam are ob... Starting materials: C29H29N2O2, COCCOCCN1C2=CC=CC=C2C=2C=C(C=CC12)C=O (9-(2-(2-methoxyethoxy)ethyl)-9H-carbazole-3-carbaldehyde), [I-].C[N+]1=CC=C(C2=CC=CC=C12)C (1,4-dimethylquinolinium iodide), N1CCCCC1 (piperidine). The solvent is C(C)O (ethanol). Product: [I-].COCCOCCN1C2=CC=CC=C2C=2C=C(C=CC12)/C=C/C1=CC=[N+](C2=CC=CC=C12)C ((E)-4-(2-(9-(2-(2-methoxyethoxy)ethyl)-9H-carbazol-3-yl)vinyl)-1-methylquinolinium iodide). Isolated yield 56.0%. As a reaction SMILES: [CH3:1][O:2][CH2:3][CH2:4][O:5][CH2:6][CH2:7][N:8]1[C:20]2[CH:19]=[CH:18][C:17]([CH:21]=O)=[CH:16][C:15]=2[C:14]2[C:9]1=[CH:10][CH:11]=[CH:12][CH:13]=2.[I-:23].[CH3:24][N+:25]1[C:34]2[C:29](=[CH:30][CH:31]=[CH:32][CH:33]=2)[C:28]([CH3:35])=[CH:27][CH:26]=1.N1CCCCC1>C(O)C>[I-:23].[CH3:1][O:2][CH2:3][CH2:4][O:5][CH2:6][CH2:7][N:8]1[C:20]2[CH:19]=[CH:18][C:17](/[CH:21]=[CH:35]/[C:28]3[C:29]4[C:34](=[CH:33][CH:32]=[CH:31][CH:30]=4)[N+:25]([CH3:24])=[CH:26][CH:27]=3)=[CH:16][C:15]=2[C:14]2[C:9]1=[CH:10][CH:11]=[CH:12][CH:13]=2 |f:1.2,5.6|. Reported procedure: A solution mixture of 3a (0.14 g, 0.5 mmol), 4 (0.18 g, 0.6 mmol) and piperidine (0.1 mL) in ethanol (40 mL) was heated to reflux overnight. After cooling down to room temperature, the organic solvent was removed. The residue was purified by recrystallization from methanol to afford SLM (0.24 g) as red solid in 56% yield. 1H NMR (400 MHz, DMSO-d6) δ 9.28 (d, J=6.4 Hz, 1H), 9.14 (d, J=8.4 Hz, 1H), 8.86 (s, 1H), 8.51 (d, J=6.4 Hz, 1H), 8.42 (m, 3H), 8.28 (m, 2H), 8.13 (d, J=8.8 Hz, 1H), 8.08 (t, J... The reactants are CCO, [Na+], [OH-], CCOC(=O)c1ccnn1-c1ccccc1. Product: O=C(O)c1ccnn1-c1ccccc1. Reaction SMILES: [CH3:19][CH2:20][OH:21].[Na+:18].[OH-:17].[c:1]1(-[n:7]2[n:8][cH:9][cH:10][c:11]2[C:12](=[O:13])[O:14][CH2:15][CH3:16])[cH:2][cH:3][cH:4][cH:5][cH:6]1>>[c:1]1(-[n:7]2[n:8][cH:9][cH:10][c:11]2[C:12](=[O:13])[OH:14])[cH:2][cH:3][cH:4][cH:5][cH:6]1.